This data is from the Open Reaction Database (ORD), a public repository of structured organic reaction records. The task is: describe an organic reaction: reactants, conditions, products, and yield Starting materials: CN(C)C=O, COc1cc(CCl)ccc1OCc1coc(-c2ccco2)n1, [H-], [Na+], O, O=Cc1cn(-c2ccccc2)nc1O. Yields the product COc1cc(COc2nn(-c3ccccc3)cc2C=O)ccc1OCc1coc(-c2ccco2)n1. As a reaction SMILES: [CH3:37][N:38]([CH3:39])[CH:40]=[O:41].[Cl:1][CH2:2][c:3]1[cH:4][c:5]([O:21][CH3:22])[c:6]([O:7][CH2:8][c:9]2[n:10][c:11](-[c:14]3[o:15][cH:16][cH:17][cH:18]3)[o:12][cH:13]2)[cH:19][cH:20]1.[H-:42].[Na+:43].[OH2:44].[OH:23][c:24]1[n:25][n:26](-[c:31]2[cH:32][cH:33][cH:34][cH:35][cH:36]2)[cH:27][c:28]1[CH:29]=[O:30]>>[CH2:2]([c:3]1[cH:4][c:5]([O:21][CH3:22])[c:6]([O:7][CH2:8][c:9]2[n:10][c:11](-[c:14]3[o:15][cH:16][cH:17][cH:18]3)[o:12][cH:13]2)[cH:19][cH:20]1)[O:23][c:24]1[n:25][n:26](-[c:31]2[cH:32][cH:33][cH:34][cH:35][cH:36]2)[cH:27][c:28]1[CH:29]=[O:30]. The reactants are O=C([O-])[O-], CC#N, C(=NCC1CCNCC1)c1ccccc1, [I-], [K+], [K+], [K+], Cc1ccc(S(=O)(=O)OCC2COc3ccc(Br)cc3O2)cc1. Product: Brc1ccc2c(c1)OC(CN1CCC(CN=Cc3ccccc3)CC1)CO2. Reaction SMILES: [C:39](=[O:40])([O-:41])[O-:42].[CH3:47][C:48]#[N:49].[CH:24]([c:25]1[cH:26][cH:27][cH:28][cH:29][cH:30]1)=[N:31][CH2:32][CH:33]1[CH2:34][CH2:35][NH:36][CH2:37][CH2:38]1.[I-:46].[K+:43].[K+:44].[K+:45].[c:1]1([CH3:2])[cH:3][cH:4][c:5]([S:6]([O:7][CH2:11][CH:12]2[CH2:13][O:14][c:15]3[c:16]([cH:18][c:19]([Br:22])[cH:20][cH:21]3)[O:17]2)(=[O:8])=[O:9])[cH:10][cH:23]1>>[CH2:11]([CH:12]1[CH2:13][O:14][c:15]2[c:16]([cH:18][c:19]([Br:22])[cH:20][cH:21]2)[O:17]1)[N:36]1[CH2:35][CH2:34][CH:33]([CH2:32][N:31]=[CH:24][c:25]2[cH:26][cH:27][cH:28][cH:29][cH:30]2)[CH2:38][CH2:37]1. Starting materials: C(C)OC(C1=CC(C(=O)O)=CC(=C1)CO)=O (5-hydroxymethyl-isophthalic acid monoethyl ester), CNCCC (N-methyl propylamine), Cl.CN(CCCN=C=NCC)C (1-[3-(dimethylamino)propyl]-3-ethylcarbodiimide hydrochloride), O.ON1N=NC2=C1C=CC=C2 (1-hydroxybenzotriazole hydrate). Solvent: ClCCl (dichloromethane), CN(C)C=O (DMF). Conditions: time 3 hour. Yields the product C(C)OC(C1=CC(C(=O)N(CCC)C)=CC(=C1)CO)=O (5-Hydroxymethyl-N-methyl-N-propyl-isophthalamic acid ethyl ester). Yield: 60.9%. RXN SMILES: [CH2:1]([O:3][C:4](=[O:16])[C:5]1[CH:13]=[C:12]([CH2:14][OH:15])[CH:11]=[C:7]([C:8]([OH:10])=O)[CH:6]=1)[CH3:2].[CH3:17][NH:18][CH2:19][CH2:20][CH3:21].Cl.CN(C)CCCN=C=NCC.O.ON1C2C=CC=CC=2N=N1>ClCCl.CN(C=O)C>[CH2:1]([O:3][C:4](=[O:16])[C:5]1[CH:13]=[C:12]([CH2:14][OH:15])[CH:11]=[C:7]([C:8]([N:18]([CH3:17])[CH2:19][CH2:20][CH3:21])=[O:10])[CH:6]=1)[CH3:2] |f:2.3,4.5|. Procedure: Mix 5-hydroxymethyl-isophthalic acid monoethyl ester (3.3 g, 14.7 mmol), N-methyl propylamine (1.5 mL, 14.7 mmol), 1-[3-(dimethylamino)propyl]-3-ethylcarbodiimide hydrochloride (2.8 g, 14.7 mmol), and 1-hydroxybenzotriazole hydrate (2.0 g, 14.7 mmol) in dichloromethane (40 mL) and DMF (4 mL). Stir at room temperature for 3 h. Concentrate and redissolve in ethyl acetate (150 mL). Wash with aqueous sodium bicarbonate solution, aqueous ammonium chloride solution, water, saturated aqueous sodium chl... Reactants: COC(=O)c1cccc(C(=O)[O-])c1, Cl, CC(C)C(N)CC(=O)N1CCC(O)(c2ccc(Cl)cc2)C(C)(C)C1. Yields the product COC(=O)c1cccc(C(=O)NC(CC(=O)N2CCC(O)(c3ccc(Cl)cc3)C(C)(C)C2)C(C)C)c1. RXN SMILES: [C:26]([c:27]1[cH:28][c:29]([C:30](=[O:31])[O-:32])[cH:33][cH:34][cH:35]1)(=[O:36])[O:37][CH3:38].[ClH:25].[NH2:1][CH:2]([CH2:3][C:4](=[O:5])[N:6]1[CH2:7][C:8]([CH3:20])([CH3:21])[C:9]([OH:12])([c:13]2[cH:14][cH:15][c:16]([Cl:19])[cH:17][cH:18]2)[CH2:10][CH2:11]1)[CH:22]([CH3:23])[CH3:24]>>[NH:1]([CH:2]([CH2:3][C:4](=[O:5])[N:6]1[CH2:7][C:8]([CH3:20])([CH3:21])[C:9]([OH:12])([c:13]2[cH:14][cH:15][c:16]([Cl:19])[cH:17][cH:18]2)[CH2:10][CH2:11]1)[CH:22]([CH3:23])[CH3:24])[C:30]([c:29]1[cH:28][c:27]([C:26](=[O:36])[O:37][CH3:38])[cH:35][cH:34][cH:33]1)=[O:31]. Starting materials: C(=O)([O-])[O-].[Na+].[Na+] (Na2CO3), C(C)(C)(C)OC(=O)NCC1=C(N)C=CC=C1 (2-(tert-butoxycarbonylaminomethyl)aniline), C(C)(C)(C)OC(=O)N1CCC(CC1)=O (N-t-butyloxycarbonyl-4-piperidone), C(C)(=O)O[BH-](OC(C)=O)OC(C)=O.[Na+] (sodium triacetoxyborohydride). The solvent is C(Cl)(Cl)Cl (chloroform), C(C)(=O)O (acetic acid), ClCCCl (1,2-dichloroethane). Conditions: time 48 hour. Product: C(C)(C)(C)OC(=O)NCC1=C(NC2N(CCCC2)C(=O)OC(C)(C)C)C=CC=C1 (tert-butyl (2-(tert-butoxycarbonylaminomethyl)anilino)piperidine carboxylate). The yield is 106.4%. Reaction SMILES: [C:1]([O:5][C:6]([NH:8][CH2:9][C:10]1[CH:16]=[CH:15][CH:14]=[CH:13][C:11]=1[NH2:12])=[O:7])([CH3:4])([CH3:3])[CH3:2].[C:17]([O:21][C:22]([N:24]1[CH2:29][CH2:28][C:27](=O)[CH2:26][CH2:25]1)=[O:23])([CH3:20])([CH3:19])[CH3:18].C(O[BH-](OC(=O)C)OC(=O)C)(=O)C.[Na+].C([O-])([O-])=O.[Na+].[Na+]>C(Cl)(Cl)Cl.C(O)(=O)C.ClCCCl>[C:1]([O:5][C:6]([NH:8][CH2:9][C:10]1[CH:16]=[CH:15][CH:14]=[CH:13][C:11]=1[NH:12][CH:25]1[CH2:26][CH2:27][CH2:28][CH2:29][N:24]1[C:22]([O:21][C:17]([CH3:20])([CH3:19])[CH3:18])=[O:23])=[O:7])([CH3:4])([CH3:2])[CH3:3] |f:2.3,4.5.6|. Procedure: A mixture of 15.5 g of 2-(tert-butoxycarbonylaminomethyl)aniline, 15 g of N-t-butyloxycarbonyl-4-piperidone, 250 mL of 1,2-dichloroethane, 4.2 mL of glacial acetic acid and 25 g of sodium triacetoxyborohydride was stirred at room temperature for 48 h. The reaction mixture was poured into 500 mL chloroform and 500 mL saturated aqueous Na2CO3 and the layers separated. The aqueous layer was extracted with 2×250 mL of chloroform and the combined organic layers dried over MgSO4 and concentrated under... Isolated yield 51.4%. Starting materials: C(C1=CC=CC=C1)N1C(=NC2=CC(=CC=C2C1=O)Cl)C(C(C)C)N(C(C1=CC=C(C=C1)C)=O)CC(CCN1C(C2=CC=CC=C2C1=O)=O)=O (N-[1-(3-benzyl-7-chloro-4-oxo-3,4-dihydro-quinazolin-2-yl)-2-methyl-propyl]-N-[4-(1,3-dioxo-1,3-dihydro-isoindol-2-yl)-2-oxo-butyl]-4-methyl-benzamide), C(C)(=O)[O-].[NH4+] (ammonium acetate). Reported procedure: A solution of N-[1-(3-benzyl-7-chloro-4-oxo-3,4-dihydro-quinazolin-2-yl)-2-methyl-propyl]-N-[4-(1,3-dioxo-1,3-dihydro-isoindol-2-yl)-2-oxo-butyl]-4-methyl-benzamide (641 mg, 0.948 mmol) and ammonium acetate (3.65 g, 47.4 mmol) in acetic acid (30 mL) was refluxed for 6.0 h using a Dean-Stark trap and condenser. The reaction was concentrated in vacuo and the residue was triturated with water, dried in a Buchner funnel, and recrystallized from ethanol to provide the title compound as a white solid ... Run in C(C)(=O)O (acetic acid). Yields the product C(C1=CC=CC=C1)N1C(=NC2=CC(=CC=C2C1=O)Cl)C(C(C)C)N1C(=NC(=C1)CCN1C(C2=CC=CC=C2C1=O)=O)C1=CC=C(C=C1)C (2-(2-{1-[1-(3-Benzyl-7-chloro-4-oxo-3,4-dihydro-quinazolin-2-yl)-2-methyl-propyl]-2-p-tolyl-1H-imidazol-4-yl}-ethyl)-isoindole-1,3-dione). RXN SMILES: [CH2:1]([N:8]1[C:17](=[O:18])[C:16]2[C:11](=[CH:12][C:13]([Cl:19])=[CH:14][CH:15]=2)[N:10]=[C:9]1[CH:20]([N:24]([CH2:34][C:35](=O)[CH2:36][CH2:37][N:38]1[C:46](=[O:47])[C:45]2[C:40](=[CH:41][CH:42]=[CH:43][CH:44]=2)[C:39]1=[O:48])[C:25](=O)[C:26]1[CH:31]=[CH:30][C:29]([CH3:32])=[CH:28][CH:27]=1)[CH:21]([CH3:23])[CH3:22])[C:2]1[CH:7]=[CH:6][CH:5]=[CH:4][CH:3]=1.C([O-])(=O)C.[NH4+:54]>C(O)(=O)C>[CH2:1]([N:8]1[C:17](=[O:18])[C:16]2[C:11](=[CH:12][C:13]([Cl:19])=[CH:14][CH:15]=2)[N:10]=[C:9]1[CH:20]([N:24]1[CH:34]=[C:35]([CH2:36][CH2:37][N:38]2[C:46](=[O:47])[C:45]3[C:40](=[CH:41][CH:42]=[CH:43][CH:44]=3)[C:39]2=[O:48])[N:54]=[C:25]1[C:26]1[CH:27]=[CH:28][C:29]([CH3:32])=[CH:30][CH:31]=1)[CH:21]([CH3:23])[CH3:22])[C:2]1[CH:3]=[CH:4][CH:5]=[CH:6][CH:7]=1 |f:1.2|. The reactants are ClC1=CC=C(C=C1)C1=C(C=2N(N=C1)C(NN2)=O)C2=CC=C(C=C2)Cl (7,8-bis(4-chlorophenyl)-[1,2,4]triazolo[4,3-b]pyridazin-3(2H)-one), C(=O)([O-])[O-].[K+].[K+] (K2CO3), IC (iodomethane). The solvent is CN(C)C=O (DMF), CCOC(=O)C (EtOAc). Conditions: temperature 60 celsius. Yields the product ClC1=CC=C(C=C1)C1=C(C=2N(N=C1)C(N(N2)C)=O)C2=CC=C(C=C2)Cl (7,8-bis(4-chlorophenyl)-2-methyl-[1,2,4]triazolo[4,3-b]pyridazin-3(2H)-one). The yield is 100.1%. RXN SMILES: [Cl:1][C:2]1[CH:7]=[CH:6][C:5]([C:8]2[CH:13]=[N:12][N:11]3[C:14](=[O:17])[NH:15][N:16]=[C:10]3[C:9]=2[C:18]2[CH:23]=[CH:22][C:21]([Cl:24])=[CH:20][CH:19]=2)=[CH:4][CH:3]=1.[C:25]([O-])([O-])=O.[K+].[K+].IC>CN(C=O)C.CCOC(C)=O>[Cl:1][C:2]1[CH:7]=[CH:6][C:5]([C:8]2[CH:13]=[N:12][N:11]3[C:14](=[O:17])[N:15]([CH3:25])[N:16]=[C:10]3[C:9]=2[C:18]2[CH:23]=[CH:22][C:21]([Cl:24])=[CH:20][CH:19]=2)=[CH:4][CH:3]=1 |f:1.2.3|. Procedure: To a solution of the 7,8-bis(4-chlorophenyl)-[1,2,4]triazolo[4,3-b]pyridazin-3(2H)-one (100 mg, 0.28 mmol), prepared as described in Example 1, in DMF (3 mL) at RT was added K2CO3 (116 mg, 0.84 mmol), followed by iodomethane (79 mg, 0.56 mmol). The reaction was heated at 60° C. for overnight. The reaction was diluted with EtOAc (20 mL), washed with saturated aqueous NaCl (20 mL×3). The organic layer was dried (MgSO4), filtered and concentrated under reduced pressure to give the title compound, 7... The reactants are IC1=CC=C(OCCN2CCCC2)C=C1 (1-[2-(4-iodo-phenoxy)-ethyl]-pyrrolidine), C(#C)[Si](C)(C)C (ethynyl-trimethyl-silane), N1CCCCC1 (piperidine), tetrakis-triphenylphosphane palladium. The reagents and catalysts are [Cu]I (CuI). Conditions: time 1 hour. Yields the product C[Si](C)(C)C#CC1=CC=C(OCCN2CCCC2)C=C1 (1-[2-(4-trimethylsilanylethynyl-phenoxy)-ethyl]-pyrrolidine). Reaction SMILES: I[C:2]1[CH:15]=[CH:14][C:5]([O:6][CH2:7][CH2:8][N:9]2[CH2:13][CH2:12][CH2:11][CH2:10]2)=[CH:4][CH:3]=1.[C:16]([Si:18]([CH3:21])([CH3:20])[CH3:19])#[CH:17].N1CCCCC1>[Cu]I>[CH3:19][Si:18]([C:16]#[C:17][C:2]1[CH:15]=[CH:14][C:5]([O:6][CH2:7][CH2:8][N:9]2[CH2:13][CH2:12][CH2:11][CH2:10]2)=[CH:4][CH:3]=1)([CH3:21])[CH3:20]. Procedure: Under a nitrogen atmosphere and while cooling with ice a reaction mixture of 1.5 g (4.72 mmol) 1-[2-(4-iodo-phenoxy)-ethyl]-pyrrolidine, 0.735 ml (5.2 mmol) ethynyl-trimethyl-silane, 15 mL piperidine, 115.5 mg (0.1 mmol) tetrakis-triphenylphosphane-palladium and 19 mg (0.1 mmol) CuI is stirred for 1 h. Then the reaction mixture is evaporated down, the residue is taken up in 20 mL water and extracted with EtOAc. The organic phase is dried over Na2SO4. The purification is carried out by column chr... Starting materials: [O-]C#N.[K+] (potassium cyanate), [O-]C#N (cyanate), Cl (HCl), ON1C(CC(CC1(C)C)OC(C1=CC=CC=C1)=O)(C)C (1-hydroxy-4-benzoyloxy-2,2,6,6-tetramethylpiperidine). Solvent: O (water), O (water), O (water), CO (methanol). Conditions: time 30 minute. The product is C(N)(=O)ON1C(CC(CC1(C)C)OC(C1=CC=CC=C1)=O)(C)C (1-Carbamoyloxy-4-benzoyloxy-2,2,6,6-tetramethylpiperidine). Isolated yield 80.7%. As a reaction SMILES: Cl.[OH:2][N:3]1[C:8]([CH3:10])([CH3:9])[CH2:7][CH:6]([O:11][C:12](=[O:19])[C:13]2[CH:18]=[CH:17][CH:16]=[CH:15][CH:14]=2)[CH2:5][C:4]1([CH3:21])[CH3:20].[O-:22][C:23]#[N:24].[K+].[O-]C#N>O.CO>[C:23]([O:2][N:3]1[C:8]([CH3:10])([CH3:9])[CH2:7][CH:6]([O:11][C:12](=[O:19])[C:13]2[CH:18]=[CH:17][CH:16]=[CH:15][CH:14]=2)[CH2:5][C:4]1([CH3:21])[CH3:20])(=[O:22])[NH2:24] |f:2.3|. Procedure: A solution of 6.7 ml of 12 N HCl in 10 ml of water is added dropwise over 10 minutes with cooling below 0° C. to a suspension of 20.8 g (75 mmol) of 1-hydroxy-4-benzoyloxy-2,2,6,6-tetramethylpiperidine, 75 ml of methanol, and 25 ml of water in a nitrogen atmosphere. A clear solution resulted. A solution of 6.1 g (75 mmol) of potassium cyanate in 25 ml of water is added dropwise over 30 minutes. The reaction temperature is maintained at 0-5° C. during the cyanate addition. The reaction mixture is...